From a dataset of the Open Reaction Database (ORD), a public repository of structured organic reaction records. describe an organic reaction: reactants, conditions, products, and yield Reactants: CCn1cc(C(=O)O)c(=O)c2cc([N+](=O)[O-])c(-c3cc(C)nc(C)c3)cc21, CN(C)C=O, [Na+], O=C([O-])O, O. Yields the product CCn1cc(C(=O)O)c(=O)c2cc(N)c(-c3cc(C)nc(C)c3)cc21. Reaction SMILES: [CH2:1]([CH3:2])[n:3]1[cH:4][c:5]([C:25](=[O:26])[OH:27])[c:6](=[O:24])[c:7]2[cH:8][c:9]([N+:21]([O-:22])=[O:23])[c:10](-[c:13]3[cH:14][c:15]([CH3:20])[n:16][c:17]([CH3:19])[cH:18]3)[cH:11][c:12]12.[CH3:33][N:34]([CH3:35])[CH:36]=[O:37].[Na+:32].[O-:28][C:29]([OH:30])=[O:31].[OH2:38]>>[CH2:1]([CH3:2])[n:3]1[cH:4][c:5]([C:25](=[O:26])[OH:27])[c:6](=[O:24])[c:7]2[cH:8][c:9]([NH2:21])[c:10](-[c:13]3[cH:14][c:15]([CH3:20])[n:16][c:17]([CH3:19])[cH:18]3)[cH:11][c:12]12. Starting materials: OC1=CC=C(C=C1)CCCCN1C=NC=C1 (1-[4-(4-hydroxyphenyl)butyl]imidazole), ClCC=1N=C(OC1)C=1SC=CC1 (4-chloromethyl-2-(2-thienyl)oxazole). The product is N1(C=NC=C1)CCCCC1=CC=C(OCC=2N=C(OC2)C=2SC=CC2)C=C1 (4-[4-[4-(1-imidazolyl)butyl]phenoxymethyl]-2-(2-thienyl)oxazole). Isolated yield 61.0%. RXN SMILES: [OH:1][C:2]1[CH:7]=[CH:6][C:5]([CH2:8][CH2:9][CH2:10][CH2:11][N:12]2[CH:16]=[CH:15][N:14]=[CH:13]2)=[CH:4][CH:3]=1.Cl[CH2:18][C:19]1[N:20]=[C:21]([C:24]2[S:25][CH:26]=[CH:27][CH:28]=2)[O:22][CH:23]=1>>[N:12]1([CH2:11][CH2:10][CH2:9][CH2:8][C:5]2[CH:6]=[CH:7][C:2]([O:1][CH2:18][C:19]3[N:20]=[C:21]([C:24]4[S:25][CH:26]=[CH:27][CH:28]=4)[O:22][CH:23]=3)=[CH:3][CH:4]=2)[CH:16]=[CH:15][N:14]=[CH:13]1. Reported procedure: In substantially the same manner as in Working Example 109, 1-[4-(4-hydroxyphenyl)butyl]imidazole was allowed to react with 4-chloromethyl-2-(2-thienyl)oxazole to give 4-[4-[4-(1-imidazolyl)butyl]phenoxymethyl]-2-(2-thienyl)oxazole. The yield was 61%. Recrystallization from ethyl acetate-hexane gave colorless prisms, mp 106-107° C. The reactants are CCO, Clc1nccnc1Cl, NN. Product: NNc1nccnc1Cl. Reaction SMILES: [CH3:11][CH2:12][OH:13].[Cl:1][c:2]1[n:3][cH:4][cH:5][n:6][c:7]1[Cl:8].[NH2:9][NH2:10]>>[Cl:1][c:2]1[n:3][cH:4][cH:5][n:6][c:7]1[NH:9][NH2:10]. Starting materials: BrC1=CC(=C(C=C1F)S(=O)(=O)Cl)F (4-BROMO-2,5-DIFLUOROBENZENESULFONYL CHLORIDE), NC=1SC=CN1 (2-AMINOTHIAZOLE), N1=CC=CC=C1 (Pyridine). Reaction conditions: time 9 day. Yields the product BrC1=CC(=C(C=C1F)S(=O)(=O)NC=1SC=CN1)F (4-bromo-2,5-difluoro-N-(thiazol-2-yl)benzenesulfonamide). Isolated yield 21.7%. As a reaction SMILES: [Br:1][C:2]1[C:7]([F:8])=[CH:6][C:5]([S:9](Cl)(=[O:11])=[O:10])=[C:4]([F:13])[CH:3]=1.[NH2:14][C:15]1[S:16][CH:17]=[CH:18][N:19]=1.N1C=CC=CC=1>>[Br:1][C:2]1[C:7]([F:8])=[CH:6][C:5]([S:9]([NH:14][C:15]2[S:16][CH:17]=[CH:18][N:19]=2)(=[O:11])=[O:10])=[C:4]([F:13])[CH:3]=1. Procedure details: 4-BROMO-2,5-DIFLUOROBENZENESULFONYL CHLORIDE (10.0 g, 0.0345 mol) and 2-AMINOTHIAZOLE (3.80 g, 0.0379 mol) were mixed in Pyridine (40 mL, 0.5 mol). The reaction was allowed to stir at room temperature for 9 days. The reaction was concentrated in vacuo to a total volume of approximately 40 mL. The residue was triturated with 1N HCl (aq). Acetonitrile was added until the precipitate became free-flowing. The solid was collected by filtration and rinsed with acetonitrile then ethyl ether. The solid ... The reactants are N#Cc1cccc(C(=O)Cl)c1, Nc1ccc(N2CCN3CCC2CC3)cc1. Product: Cl, N#Cc1cccc(C(=O)Nc2ccc(N3CCN4CCC3CC4)cc2)c1. RXN SMILES: [C:17](#[N:18])[c:19]1[cH:20][c:21]([C:22](=[O:23])[Cl:24])[cH:25][cH:26][cH:27]1.[N:1]12[CH2:2][CH2:3][N:4]([c:10]3[cH:11][cH:12][c:13]([NH2:16])[cH:14][cH:15]3)[CH:5]([CH2:6][CH2:7]1)[CH2:8][CH2:9]2>>[ClH:24].[N:1]12[CH2:2][CH2:3][N:4]([c:10]3[cH:11][cH:12][c:13]([NH:16][C:22]([c:21]4[cH:20][c:19]([C:17]#[N:18])[cH:27][cH:26][cH:25]4)=[O:23])[cH:14][cH:15]3)[CH:5]([CH2:6][CH2:7]1)[CH2:8][CH2:9]2. The reactants are CC(C)O (2-propanol), ClC1=CC=C(C=C1)[C@H](C[N+](=O)[O-])C(C(=O)OC)C(=O)OC (dimethyl (R)-2-(1-(4-chlorophenyl)-2-nitroethyl)malonate). The reagents and catalysts are [Fe] (iron), [Ni] (nickel). Run in O1CCCC1 (tetrahydrofuran). Conditions: temperature 8 celsius. The product is ClC1=CC=C(C=C1)[C@H]1[C@@H](C(NC1)=O)C(=O)OC (methyl (3S,4R)-4-(4-chlorophenyl)-2-oxopyrrolidine-3-carboxylate). Yield: 78.5%. RXN SMILES: CC(O)C.[Cl:5][C:6]1[CH:11]=[CH:10][C:9]([C@@H:12]([CH:17]([C:22]([O:24][CH3:25])=[O:23])[C:18](OC)=[O:19])[CH2:13][N+:14]([O-])=O)=[CH:8][CH:7]=1>[Fe].[Ni].O1CCCC1>[Cl:5][C:6]1[CH:11]=[CH:10][C:9]([C@@H:12]2[CH2:13][NH:14][C:18](=[O:19])[C@H:17]2[C:22]([O:24][CH3:25])=[O:23])=[CH:8][CH:7]=1. Procedure: To 2-propanol (250 ml) was added dimethyl (R)-2-(1-(4-chlorophenyl)-2-nitroethyl)malonate (50.0 g, 158 mmol) and iron-containing developed nickel (5.0 g, containing iron 16.6%, aluminum 6.1%, manufactured by Kawaken Fine Chemical K.K.), and the mixture was reacted at 65° C. for 3 hours under a hydrogen pressure of 0.5 MPa (gauge pressure). After completion of the reaction, tetrahydrofuran (175 ml) was added, and the nickel catalyst was filtrated off. The nickel catalyst was washed with tetrahydr...